This data is from the Open Reaction Database (ORD), a public repository of structured organic reaction records. The task is: describe an organic reaction: reactants, conditions, products, and yield Reactants: 3, C (charcoal), C1CC[C@@H](CCCCOC(=O)C2=C(C=C(C=C2CC1)O)O)O (β-zeranol), C(C)#N (acetonitrile). Solvent: O (water). Run at time 8 hour. The product is C[C@H]1CCC[C@@H](CCCCCC2=CC(=CC(=C2C(=O)O1)O)O)O (α-zeranol). Isolated yield 39.0%. As a reaction SMILES: [CH2:1]1[CH2:19][CH2:18][C:17]2[C:12](=[C:13]([OH:21])[CH:14]=[C:15]([OH:20])[CH:16]=2)[C:10](=[O:11])[O:9][CH2:8][CH2:7][CH2:6][CH2:5][C@@H:4]([OH:22])[CH2:3][CH2:2]1.[C:23](#N)C.C>O>[CH3:23][C@@H:8]1[O:9][C:10](=[O:11])[C:12]2[C:17](=[CH:16][C:15]([OH:20])=[CH:14][C:13]=2[OH:21])[CH2:18][CH2:19][CH2:1][CH2:2][CH2:3][C@@H:4]([OH:22])[CH2:5][CH2:6][CH2:7]1. Procedure details: 3 59 kg of an α, β-zeranol mixture (55:45), acetonitrile with 0.5% water (80 1) and active charcoal (0.05 kg) were placed into a 150 1 crystallizer. The mixture was refluxed for 30 min., warm filtered and the filtrate was refluxed again. The obtained clear solution was cooled adjusting the fall in temperature to about 8°-10° C./hour, under strong mechanic stirring, so as to obtain a controlled crystallization. Crystal withdrawals were carried out at 42° C., 36° C. and 30° C. on which crystals HP... Solvent: C1CCOC1 (THF). Reported procedure: Methyl 2-amino-4,5-dichlorobenzoate (2.1 g, 9.41 mmol) was dissolved in THF (15 mL) and water (30 mL) was added. LiOH (0.79 g, 18.8 mmol) was added the mixture was stirred overnight at rt. The product was precipitated by addition of 10% aq. HCl (30 mL) and isolated by suction filtration. The white solid was dried under vacuum (1.6 g, 81%). 1H NMR (400 MHz, DMSO-d6): 7.78 (s, 1H), 7.01 (s, 1H). The product is NC1=C(C(=O)O)C=C(C(=C1)Cl)Cl (2-Amino-4,5-dichloro-benzoic acid). Reactants: O (water), NC1=C(C(=O)OC)C=C(C(=C1)Cl)Cl (Methyl 2-amino-4,5-dichlorobenzoate), [Li+].[OH-] (LiOH). As a reaction SMILES: [NH2:1][C:2]1[CH:11]=[C:10]([Cl:12])[C:9]([Cl:13])=[CH:8][C:3]=1[C:4]([O:6]C)=[O:5].O.[Li+].[OH-]>C1COCC1>[NH2:1][C:2]1[CH:11]=[C:10]([Cl:12])[C:9]([Cl:13])=[CH:8][C:3]=1[C:4]([OH:6])=[O:5] |f:2.3|. Reaction conditions: time 8 hour.